describe an organic reaction: reactants, conditions, products, and yield From a dataset of the Open Reaction Database (ORD), a public repository of structured organic reaction records. The reactants are C(CCC)N (n-butylamine), CC1=C(C(=O)OCC)C=C(C=N1)[N+](=O)[O-] (ethyl 2-methyl-5-nitronicotinate). Conditions: time 18 hour. Product: C(CCC)NC(C1=C(N=CC(=C1)[N+](=O)[O-])C)=O (N-n-butyl 2-methyl-5-nitronicotinamide). RXN SMILES: [CH2:1]([NH2:5])[CH2:2][CH2:3][CH3:4].[CH3:6][C:7]1[N:17]=[CH:16][C:15]([N+:18]([O-:20])=[O:19])=[CH:14][C:8]=1[C:9](OCC)=[O:10]>>[CH2:1]([NH:5][C:9](=[O:10])[C:8]1[CH:14]=[C:15]([N+:18]([O-:20])=[O:19])[CH:16]=[N:17][C:7]=1[CH3:6])[CH2:2][CH2:3][CH3:4]. Procedure details: To n-butylamine (5 ml.) was added ethyl 2-methyl-5-nitronicotinate (1 g.) and the resulting mixture was stirred at room temperature for 18 hours. The reaction mixture was purified by a silica gel dry column chromatography to give 0.9 g. of the desired pale orange crystals. mp 98° - 99° C. Reactants: C(C)OC=C(C(=O)OCC)C(=O)OCC (diethyl ethoxymethylenemalonate), ice water, C(C)(=O)O (acetic acid), [Na] (sodium), FS(=O)(=O)O.C(C(C)C)OC1=C(C(=N)N)C=CC=C1 (2-isobutoxybenzamidine fluorosulfonate). Run in C(C)O (ethanol), C(C)O (ethanol). Yields the product O=C1C(=CN=C(N1)C1=C(C=CC=C1)OCC(C)C)C(=O)OCC (Ethyl 1,6-dihydro-6-oxo-2-(2-isobutoxyphenyl)pyrimidine-5-carboxylate). The yield is 84.9%. As a reaction SMILES: [Na].FS(O)(=O)=O.[CH2:7]([O:11][C:12]1[CH:20]=[CH:19][CH:18]=[CH:17][C:13]=1[C:14]([NH2:16])=[NH:15])[CH:8]([CH3:10])[CH3:9].C([O:23][CH:24]=[C:25]([C:31](OCC)=O)[C:26]([O:28][CH2:29][CH3:30])=[O:27])C.C(O)(=O)C>C(O)C>[O:23]=[C:24]1[NH:16][C:14]([C:13]2[CH:17]=[CH:18][CH:19]=[CH:20][C:12]=2[O:11][CH2:7][CH:8]([CH3:10])[CH3:9])=[N:15][CH:31]=[C:25]1[C:26]([O:28][CH2:29][CH3:30])=[O:27] |f:1.2,^1:0|. Procedure details: To a solution of sodium (161 mg., 7 mg-atoms) in ethanol (10 ml.) was added 2-isobutoxybenzamidine fluorosulfonate (1.02 g., 3.5 mmole). The mixture was warmed to give a clear solution to which was added a solution of diethyl ethoxymethylenemalonate (756 mg., 3.5 mmole) in ethanol (2 ml.). The solution was heated under reflux for 3 hours. The cooled mixture was added to ice-water (50 ml.) and was acidified to pH 5 with glacial acetic acid. After brief stirring, the solid was collected by filtrat... Reactants: O (water), CC1(OB(OC1(C)C)C=C)C (4,4,5,5-tetramethyl-2-vinyl-1,3,2-dioxaborolane), ClC=1C=CC=2N(N1)C(=NN2)CNC(OC(C)(C)C)=O (tert-butyl (6-chloro-[1,2,4]triazolo[4,3-b]pyridazin-3-yl)methylcarbamate), C([O-])([O-])=O.[Cs+].[Cs+] (cesium carbonate). The reagents and catalysts are C1=CC=C(C=C1)P([C-]2C=CC=C2)C3=CC=CC=C3.C1=CC=C(C=C1)P([C-]2C=CC=C2)C3=CC=CC=C3.Cl[Pd]Cl.[Fe+2].C(Cl)Cl (PdCl2(dppf) CH2Cl2). The solvent is O1CCOCC1 (dioxane). The product is C(=C)C=1C=CC=2N(N1)C(=NN2)CNC(OC(C)(C)C)=O (tert-butyl (6-vinyl-[1,2,4]triazolo[4,3-b]pyridazin-3-yl)methylcarbamate). Isolated yield 96.4%. RXN SMILES: [CH3:1][C:2]1(C)C(C)(C)OB(C=C)O1.Cl[C:13]1[CH:14]=[CH:15][C:16]2[N:17]([C:19]([CH2:22][NH:23][C:24](=[O:30])[O:25][C:26]([CH3:29])([CH3:28])[CH3:27])=[N:20][N:21]=2)[N:18]=1.C(=O)([O-])[O-].[Cs+].[Cs+].O>O1CCOCC1.C1C=CC(P(C2C=CC=CC=2)[C-]2C=CC=C2)=CC=1.C1C=CC(P(C2C=CC=CC=2)[C-]2C=CC=C2)=CC=1.Cl[Pd]Cl.[Fe+2].C(Cl)Cl>[CH:1]([C:13]1[CH:14]=[CH:15][C:16]2[N:17]([C:19]([CH2:22][NH:23][C:24](=[O:30])[O:25][C:26]([CH3:29])([CH3:28])[CH3:27])=[N:20][N:21]=2)[N:18]=1)=[CH2:2] |f:2.3.4,7.8.9.10.11|. Procedure details: To an argon purged flask were added 4,4,5,5-tetramethyl-2-vinyl-1,3,2-dioxaborolane (7.65 ml, 45.1 mmol), tert-butyl (6-chloro-[1,2,4]triazolo[4,3-b]pyridazin-3-yl)methylcarbamate (3.20 g, 11.3 mmol), cesium carbonate (11.0 g, 33.8 mmol), and PdCl2(dppf)-CH2Cl2 (0.461 g, 0.564 mmol). The mixture was dissolved in 38 mL of dioxane and 4 mL of water (0.25M 10:1) and was heated to 80° C. for 12 h. The mixture was cooled to room temperature, concentrated, and purified directly via MPLC (DCM/MeOH+1% N... Reactants: C1(=CC=C(C=C1)C=1N=C2C(=NC1C1=CC=C(C=C1)C)NC(CC2)=O)C (2,3-di-p-tolyl-7,8-dihydropyrido[2,3-b]pyrazin-6(5H)-one), BrCCCCCCCC(=O)OCC (ethyl 8-bromooctanoate). Product: O=C1CCC=2C(=NC(=C(N2)C2=CC=C(C=C2)C)C2=CC=C(C=C2)C)N1CCCCCCCC(=O)O (8-(6-Oxo-2,3-di-p-tolyl-7,8-dihydropyrido[2,3-b]pyrazin-5(6H)-yl)octanoic acid). As a reaction SMILES: [C:1]1([CH3:25])[CH:6]=[CH:5][C:4]([C:7]2[N:8]=[C:9]3[CH2:23][CH2:22][C:21](=[O:24])[NH:20][C:10]3=[N:11][C:12]=2[C:13]2[CH:18]=[CH:17][C:16]([CH3:19])=[CH:15][CH:14]=2)=[CH:3][CH:2]=1.Br[CH2:27][CH2:28][CH2:29][CH2:30][CH2:31][CH2:32][CH2:33][C:34]([O:36]CC)=[O:35]>>[O:24]=[C:21]1[N:20]([CH2:27][CH2:28][CH2:29][CH2:30][CH2:31][CH2:32][CH2:33][C:34]([OH:36])=[O:35])[C:10]2=[N:11][C:12]([C:13]3[CH:18]=[CH:17][C:16]([CH3:19])=[CH:15][CH:14]=3)=[C:7]([C:4]3[CH:3]=[CH:2][C:1]([CH3:25])=[CH:6][CH:5]=3)[N:8]=[C:9]2[CH2:23][CH2:22]1. Reported procedure: The titled compound was prepared from 2,3-di-p-tolyl-7,8-dihydropyrido[2,3-b]pyrazin-6(5H)-one ((prepared according to the preparation procedures disclosed in PCT patent application PCT/EP2011/062028, Example 12.1 step 1) and ethyl 8-bromooctanoate analogously to Example 1.1 steps 1 and 2; Starting materials: CC(C)C[AlH]CC(C)C (DIBAL-H), COC(CC=1C(=NC(=NC1)C1=CC=C(C=C1)C(F)(F)F)C1CC1)=O ([4-cyclopropyl-2-(4-trifluoromethyl-phenyl)-pyrimidin-5-yl]-acetic acid methyl ester), ClCC=1C(=NC(=NC1)C1=CC=C(C=C1)C(F)(F)F)C1CC1 (5-chloromethyl-4-cyclopropyl-2-(4-trifluoromethyl-phenyl)-pyrimidine), 4J. The solvent is C1CCOC1 (THF). Run at time 2 hour. Yields the product C1(CC1)C1=NC(=NC=C1CCO)C1=CC=C(C=C1)C(F)(F)F (2-[4-Cyclopropyl-2-(4-trifluoromethyl-phenyl)-pyrimidin-5-yl]-ethanol). RXN SMILES: C[O:2][C:3](=O)[CH2:4][C:5]1[C:6]([CH:21]2[CH2:23][CH2:22]2)=[N:7][C:8]([C:11]2[CH:16]=[CH:15][C:14]([C:17]([F:20])([F:19])[F:18])=[CH:13][CH:12]=2)=[N:9][CH:10]=1.ClCC1C(C2CC2)=NC(C2C=CC(C(F)(F)F)=CC=2)=NC=1.CC(C[AlH]CC(C)C)C>C1COCC1>[CH:21]1([C:6]2[C:5]([CH2:4][CH2:3][OH:2])=[CH:10][N:9]=[C:8]([C:11]3[CH:12]=[CH:13][C:14]([C:17]([F:19])([F:20])[F:18])=[CH:15][CH:16]=3)[N:7]=2)[CH2:23][CH2:22]1. Procedure: 0.60 g (1.78 mmol) of [4-cyclopropyl-2-(4-trifluoromethyl-phenyl)-pyrimidin-5-yl]-acetic acid methyl ester (prepared from 5-chloromethyl-4-cyclopropyl-2-(4-trifluoromethyl-phenyl)-pyrimidine (example 9E]) in analogy to the sequences described in examples 4H] to 4J]) was dissolved in 10 ml of abs. THF and cooled down to 0° C. It was then reacted with 3.18 nml of DIBAL-H-solution (1.2 M in toluene) and the mixture stirred for 2 h at room temperature. Careful quenching with ice/THF/H2O, twofold ext... Reactants: Cl.N(C(=N)N)C1=CC=C(C(=O)Cl)C=C1 (4-carbamimidamidobenzoyl chloride hydrochloride), C([O-])(O)=O.[Na+] (sodium bicarbonate), Cl.N(C(=N)N)C1=CC=C(C(=O)Cl)C=C1 (4-Carbamimidamidobenzoyl chloride hydrochloride), C(C)(C)(C)OC(=O)C1(CC(=NO1)C1=C(C=CC(=C1)O)CCC(=O)N[C@@H](CC(=O)OC(C)(C)C)C(=O)OC(C)(C)C)CC(=O)OC(C)(C)C (di-tert-butyl N-(3-(2-(5-(tert-butoxycarbonyl)-5-(2-tert-butoxy-2-oxoethyl)-4,5-dihydro-1,2-oxazol-3-yl)-4-hydroxyphenyl)propanoyl)-L-aspartate), N1=CC=CC=C1 (pyridine). Run in O.C(C)#N (water acetonitrile), CN1CCCC1=O (NMP). Reaction conditions: time 30 minute. Product: C(C)(C)(C)OC(=O)C1(CC(=NO1)C1=C(C=CC(=C1)OC(C1=CC=C(C=C1)NC(=N)N)=O)CCC(=O)N[C@@H](CC(=O)OC(C)(C)C)C(=O)OC(C)(C)C)CC(=O)OC(C)(C)C (Di-tert-butyl N-(3-(2-(5-(tert-butoxycarbonyl)-5-(2-tert-butoxy-2-oxoethyl)-4,5-dihydro-1,2-oxazol-3-yl)-4-((4-carbamimidamidobenzoyl)oxy)phenyl)propanoyl)-L-aspartate). Yield: 23.4%. As a reaction SMILES: Cl.[NH:2]([C:6]1[CH:14]=[CH:13][C:9]([C:10](Cl)=[O:11])=[CH:8][CH:7]=1)[C:3]([NH2:5])=[NH:4].[C:15]([O:19][C:20]([C:22]1([CH2:55][C:56]([O:58][C:59]([CH3:62])([CH3:61])[CH3:60])=[O:57])[O:26][N:25]=[C:24]([C:27]2[CH:32]=[C:31]([OH:33])[CH:30]=[CH:29][C:28]=2[CH2:34][CH2:35][C:36]([NH:38][C@H:39]([C:48]([O:50][C:51]([CH3:54])([CH3:53])[CH3:52])=[O:49])[CH2:40][C:41]([O:43][C:44]([CH3:47])([CH3:46])[CH3:45])=[O:42])=[O:37])[CH2:23]1)=[O:21])([CH3:18])([CH3:17])[CH3:16].N1C=CC=CC=1.C(=O)(O)[O-].[Na+]>O.C(#N)C.CN1C(=O)CCC1>[C:15]([O:19][C:20]([C:22]1([CH2:55][C:56]([O:58][C:59]([CH3:62])([CH3:61])[CH3:60])=[O:57])[O:26][N:25]=[C:24]([C:27]2[CH:32]=[C:31]([O:33][C:10](=[O:11])[C:9]3[CH:8]=[CH:7][C:6]([NH:2][C:3]([NH2:5])=[NH:4])=[CH:14][CH:13]=3)[CH:30]=[CH:29][C:28]=2[CH2:34][CH2:35][C:36]([NH:38][C@H:39]([C:48]([O:50][C:51]([CH3:54])([CH3:53])[CH3:52])=[O:49])[CH2:40][C:41]([O:43][C:44]([CH3:45])([CH3:46])[CH3:47])=[O:42])=[O:37])[CH2:23]1)=[O:21])([CH3:18])([CH3:16])[CH3:17] |f:0.1,4.5,6.7|. Reported procedure: 4-Carbamimidamidobenzoyl chloride hydrochloride (53.3 mg) was added to a mixture of di-tert-butyl N-(3-(2-(5-(tert-butoxycarbonyl)-5-(2-tert-butoxy-2-oxoethyl)-4,5-dihydro-1,2-oxazol-3-yl)-4-hydroxyphenyl)propanoyl)-L-aspartate (154 mg), pyridine (0.12 mL), and NMP (0.12 mL) at 50 C, and the obtained mixture was stirred at 50 C for 30 minutes. Further, 4-carbamimidamidobenzoyl chloride hydrochloride (53.3 mg) was added thereto, and the obtained mixture was stirred overnight at 50 C. The reaction... Starting materials: C(C)(C)(C)OC(=O)NC1(COC(OC1)(C)C)CCCC1=C(C=C(C=C1)OC1=CC(=CC=C1)O)Cl (5-t-butoxycarbonylamino-5-[2-chloro-4-(3-hydroxyphenoxy)phenyl]propyl-2,2-dimethyl-1,3-dioxane), ClC=1C=C(CO)C=C(C1)Cl (3,5-dichlorobenzyl alcohol), C1(=CC=CC=C1)P(C1=CC=CC=C1)C1=CC=CC=C1 (triphenylphosphine), N(=NC(=O)OCC)C(=O)OCC (Diethyl azodicarboxylate). Run in O (water), C1CCOC1 (THF). Conditions: time 18 hour. The product is C(C)(C)(C)OC(=O)NC1(COC(OC1)(C)C)CCCC1=C(C=C(C=C1)OC1=CC(=CC=C1)OCC1=CC(=CC(=C1)Cl)Cl)Cl (5-t-butoxycarbonylamino-5-[2-chloro-4-(3-(3,5-dichlorobenzyloxy)phenoxy)phenyl]propyl-2,2-dimethyl-1,3-dioxane). Isolated yield 51.2%. Reaction SMILES: N(C(OCC)=O)=NC(OCC)=O.[C:13]([O:17][C:18]([NH:20][C:21]1([CH2:29][CH2:30][CH2:31][C:32]2[CH:37]=[CH:36][C:35]([O:38][C:39]3[CH:44]=[CH:43][CH:42]=[C:41]([OH:45])[CH:40]=3)=[CH:34][C:33]=2[Cl:46])[CH2:26][O:25][C:24]([CH3:28])([CH3:27])[O:23][CH2:22]1)=[O:19])([CH3:16])([CH3:15])[CH3:14].[Cl:47][C:48]1[CH:49]=[C:50]([CH:53]=[C:54]([Cl:56])[CH:55]=1)[CH2:51]O.C1(P(C2C=CC=CC=2)C2C=CC=CC=2)C=CC=CC=1>O.C1COCC1>[C:13]([O:17][C:18]([NH:20][C:21]1([CH2:29][CH2:30][CH2:31][C:32]2[CH:37]=[CH:36][C:35]([O:38][C:39]3[CH:44]=[CH:43][CH:42]=[C:41]([O:45][CH2:51][C:50]4[CH:49]=[C:48]([Cl:47])[CH:55]=[C:54]([Cl:56])[CH:53]=4)[CH:40]=3)=[CH:34][C:33]=2[Cl:46])[CH2:22][O:23][C:24]([CH3:28])([CH3:27])[O:25][CH2:26]1)=[O:19])([CH3:14])([CH3:15])[CH3:16]. Reported procedure: Diethyl azodicarboxylate (0.31 mL) was added to a THF solution (5 mL) containing the compound of Example 106 (650 mg), 3,5-dichlorobenzyl alcohol (350 mg), triphenylphosphine (530 mg). The mixture was stirred for 18 hours. Subsequently, water was added to the mixture and the mixture was extracted with ethyl acetate. The organic phase was sequentially washed with water and a saturated aqueous solution of sodium chloride and was dried with anhydrous sodium sulfate. The solvent was then removed by ... Starting materials: FC=1C=CC(=C(C(=O)O)C1)O (5-fluoro-2-hydroxybenzoic acid), [N+](=O)(O)[O-] (HNO3). Solvent: OS(=O)(=O)O (H2SO4), OS(=O)(=O)O (H2SO4). Yields the product FC=1C=C(C(=C(C(=O)O)C1)O)[N+](=O)[O-] (5-fluoro-2-hydroxy-3-nitrobenzoic acid). Isolated yield 95.6%. As a reaction SMILES: [F:1][C:2]1[CH:3]=[CH:4][C:5]([OH:11])=[C:6]([CH:10]=1)[C:7]([OH:9])=[O:8].[N+:12]([O-])([OH:14])=[O:13]>OS(O)(=O)=O>[F:1][C:2]1[CH:3]=[C:4]([N+:12]([O-:14])=[O:13])[C:5]([OH:11])=[C:6]([CH:10]=1)[C:7]([OH:9])=[O:8]. Procedure details: To a mixture of 5-fluoro-2-hydroxybenzoic acid (3.08 g, 19.76 mmol) in concentrated H2SO4 (30 mL) below 0° C. was added dropwise a mixture of concentrated HNO3 (2.11 g, 21.74 mmol) and concentrated H2SO4 (6 mL) with stirring below 5° C. After the addition, the mixture was stirred at this temperature for 2 hr. The reaction mixture was poured onto crash ice and the precipitate was collected, then the precipitate was dissolved in ethyl acetate (100 mL), washed with water (50 mL×2), brine (30 mL), d... The reactants are O=C([O-])O, N#Cc1ccc(C=O)cc1, ClCCl, CNO, Cl, [Na+]. Yields the product C[N+]([O-])=Cc1ccc(C#N)cc1. As a reaction SMILES: [C:15](=[O:16])([OH:17])[O-:18].[C:1](#[N:2])[c:3]1[cH:4][cH:5][c:6]([CH:7]=[O:8])[cH:9][cH:10]1.[CH2:20]([Cl:21])[Cl:22].[CH3:12][NH:13][OH:14].[ClH:11].[Na+:19]>>[C:1](#[N:2])[c:3]1[cH:4][cH:5][c:6]([CH:7]=[N+:13]([CH3:12])[O-:14])[cH:9][cH:10]1. The reactants are [BH3-]C#N, Cc1nc(-c2ccc(C(F)(F)F)cc2)n(CC(C)C)c1C=O, CC(C)[O-], CC(C)[O-], CC(C)[O-], CC(C)[O-], CCO, [Na+], [Ti+4], c1ccc(C(c2ccccc2)N2CCNCC2)cc1. Yields the product Cc1nc(-c2ccc(C(F)(F)F)cc2)n(CC(C)C)c1CN1CCN(C(c2ccccc2)c2ccccc2)CC1. As a reaction SMILES: [C:42]([BH3-:43])#[N:44].[CH2:1]([CH:2]([CH3:3])[CH3:4])[n:5]1[c:6](-[c:13]2[cH:14][cH:15][c:16]([C:19]([F:20])([F:21])[F:22])[cH:17][cH:18]2)[n:7][c:8]([CH3:12])[c:9]1[CH:10]=[O:11].[CH3:46][CH:47]([CH3:48])[O-:49].[CH3:50][CH:51]([CH3:52])[O-:53].[CH3:54][CH:55]([CH3:56])[O-:57].[CH3:58][CH:59]([CH3:60])[O-:61].[CH3:63][CH2:64][OH:65].[Na+:45].[Ti+4:62].[c:23]1([CH:29]([N:30]2[CH2:31][CH2:32][NH:33][CH2:34][CH2:35]2)[c:36]2[cH:37][cH:38][cH:39][cH:40][cH:41]2)[cH:24][cH:25][cH:26][cH:27][cH:28]1>>[CH2:1]([CH:2]([CH3:3])[CH3:4])[n:5]1[c:6](-[c:13]2[cH:14][cH:15][c:16]([C:19]([F:20])([F:21])[F:22])[cH:17][cH:18]2)[n:7][c:8]([CH3:12])[c:9]1[CH2:10][N:33]1[CH2:32][CH2:31][N:30]([CH:29]([c:23]2[cH:24][cH:25][cH:26][cH:27][cH:28]2)[c:36]2[cH:37][cH:38][cH:39][cH:40][cH:41]2)[CH2:35][CH2:34]1.